Task: describe an organic reaction: reactants, conditions, products, and yield. Dataset: the Open Reaction Database (ORD), a public repository of structured organic reaction records The reactants are COC=1C=C(CN)C=CC1OC (3,4-dimethoxy-benzylamine), COC(C1=CC=C(C=C1)C=1N=C(C2=C(N1)SC(=C2)C)Cl)=O (4-(4-chloro-6-methyl-thieno-[2,3-d]-pyrimidin-2-yl)-benzoic acid methylester). Product: COC(C1=CC=C(C=C1)C=1N=C(C2=C(N1)SC(=C2)C)NCC2=CC(=C(C=C2)OC)OC)=O (4-[4-(3,4-dimethoxybenzylamino)-6-methyl-thieno-[2,3-d]-pyrimidin-2-yl]-benzoic acid methylester). Reaction SMILES: [CH3:1][O:2][C:3]1[CH:4]=[C:5]([CH:8]=[CH:9][C:10]=1[O:11][CH3:12])[CH2:6][NH2:7].[CH3:13][O:14][C:15](=[O:33])[C:16]1[CH:21]=[CH:20][C:19]([C:22]2[N:23]=[C:24](Cl)[C:25]3[CH:30]=[C:29]([CH3:31])[S:28][C:26]=3[N:27]=2)=[CH:18][CH:17]=1>>[CH3:13][O:14][C:15](=[O:33])[C:16]1[CH:17]=[CH:18][C:19]([C:22]2[N:23]=[C:24]([NH:7][CH2:6][C:5]3[CH:8]=[CH:9][C:10]([O:11][CH3:12])=[C:3]([O:2][CH3:1])[CH:4]=3)[C:25]3[CH:30]=[C:29]([CH3:31])[S:28][C:26]=3[N:27]=2)=[CH:20][CH:21]=1. Procedure details: The reaction procedure as above wherein 3,4-dimethoxy-benzylamine is reacted with 4-(4-chloro-6-methyl-thieno-[2,3-d]-pyrimidin-2-yl)-benzoic acid methylester yields 4-[4-(3,4-dimethoxybenzylamino)-6-methyl-thieno-[2,3-d]-pyrimidin-2-yl]-benzoic acid methylester.